This data is from the Open Reaction Database (ORD), a public repository of structured organic reaction records. The task is: describe an organic reaction: reactants, conditions, products, and yield The reactants are N1C(=O)NC=2N=CNC2C1=O (xanthine), P12(=S)SP3(=S)SP(=S)(S1)SP(=S)(S2)S3 (phosphorus pentasulfide), [OH-].[Na+] (NaOH). Solvent: N1=CC=CC=C1 (pyridine). Yields the product N1C(=S)NC=2N=CNC2C1=O (thioxanthine). Yield: 322.7%. Reaction SMILES: [NH:1]1[C:10](=[O:11])[C:9]2[NH:8][CH:7]=[N:6][C:5]=2[NH:4][C:2]1=O.P12(SP3(SP(SP(S3)(S1)=S)(=S)S2)=S)=[S:13].[OH-].[Na+]>N1C=CC=CC=1>[NH:1]1[C:10](=[O:11])[C:9]2[NH:8][CH:7]=[N:6][C:5]=2[NH:4][C:2]1=[S:13] |f:2.3|. Procedure details: 2.77 g (8.0 mM) of xanthine and 2.13 g (9.6 mM) of phosphorus pentasulfide were heated under reflux in 50 ml of pyridine for 7 days. At 0° C., 10.6 ml of 2N NaOH were added within 15 minutes. The solvents were evaporated in vacuo and the residue suspended (slow crystallization) in water. The solid was collected and washed, redissolved in 50 ml of 1N NaOH and 50 ml of isopropanol, treated twice with 0.3 g of charcoal, filtered neutralized with 5N HCl to pH 7. The isopropanol was distilled off wit... The reactants are OCCC1=CC(=C(C#N)C=C1)OC (4-(2-hydroxyethyl)-2-methoxybenzonitrile), CC(=O)OI1(C=2C=CC=CC2C(=O)O1)(OC(=O)C)OC(=O)C (Dess-Martin periodinane). The solvent is C(Cl)Cl (CH2Cl2). Conditions: time 12 hour. Yields the product COC1=C(C#N)C=CC(=C1)CC=O (2-methoxy-4-(2-oxoethyl)benzonitrile). As a reaction SMILES: [OH:1][CH2:2][CH2:3][C:4]1[CH:11]=[CH:10][C:7]([C:8]#[N:9])=[C:6]([O:12][CH3:13])[CH:5]=1.CC(OI1(OC(C)=O)(OC(C)=O)OC(=O)C2C=CC=CC1=2)=O>C(Cl)Cl>[CH3:13][O:12][C:6]1[CH:5]=[C:4]([CH2:3][CH:2]=[O:1])[CH:11]=[CH:10][C:7]=1[C:8]#[N:9]. Procedure: To a stirred solution of 4-(2-hydroxyethyl)-2-methoxybenzonitrile (1.5 g, 8.5 mmol) in dry CH2Cl2 (30 mL) at 0° C. was added Dess-Martin periodinane (3.6 g, 8.5 mmol) in one portion. The mixture was stirred for 12 h at rt and quenched with a 1:1 mixture of saturated Na2S2O3 (40 mL) and saturated NaHCO3 (40 mL). The resulting mixture was diluted with CH2Cl2 (70 mL) and the layers were separated. The aqueous phase was extracted with CH2Cl2 (2×50 mL). The combined organic phases were washed with br... The reactants are FC=1C(=C(C=CC1)[C@@H](C[C@@](C=O)(C(F)(F)F)O)C)OC ((2R*,4R*)-4-(3-fluoro-2-methoxyphenyl)-2-hydroxy-2-(trifluoromethyl)pentanal), NC1=C2C=NC(=NC2=CC(=C1)F)C (5-amino-7-fluoro-2-methylquinazoline). The reagents and catalysts are [O-]CC.[O-]CC.[O-]CC.[O-]CC.[Ti+4] (titanium tetraethoxide). Product: FC=1C(=C(C=CC1)[C@@H](C[C@](C=NC1=C2C=NC(=NC2=CC(=C1)F)C)(O)C(F)(F)F)C)OC ((2R*,4R*)-4-(3-fluoro-2-methoxyphenyl)-1-[(7-fluoro-2-methylquinazolin-5-yl)imino]-2-(trifluoromethyl)pentan-2-ol). Procedure details: In the same way as in Example 1, 250 mg (0.85 mmol) of (2R*,4R*)-4-(3-fluoro-2-methoxyphenyl)-2-hydroxy-2-(trifluoromethyl)pentanal, 185 mg (1.05 mmol) of 5-amino-7-fluoro-2-methylquinazoline and 0.4 ml of titanium tetraethoxide are reacted to give (2R*,4R*)-4-(3-fluoro-2-methoxyphenyl)-1-[(7-fluoro-2-methylquinazolin-5-yl)imino]-2-(trifluoromethyl)pentan-2-ol. 430 mg of resultant crude imine are cyclized in the same way as in Example 1 at −30° C. using 8 ml (8 mmol) of 1 M boron tribromide solu... RXN SMILES: [F:1][C:2]1[C:3]([O:19][CH3:20])=[C:4]([C@H:8]([CH3:18])[CH2:9][C@:10]([OH:17])([C:13]([F:16])([F:15])[F:14])[CH:11]=O)[CH:5]=[CH:6][CH:7]=1.[NH2:21][C:22]1[CH:31]=[C:30]([F:32])[CH:29]=[C:28]2[C:23]=1[CH:24]=[N:25][C:26]([CH3:33])=[N:27]2>[O-]CC.[O-]CC.[O-]CC.[O-]CC.[Ti+4]>[F:1][C:2]1[C:3]([O:19][CH3:20])=[C:4]([C@H:8]([CH3:18])[CH2:9][C@@:10]([C:13]([F:14])([F:15])[F:16])([OH:17])[CH:11]=[N:21][C:22]2[CH:31]=[C:30]([F:32])[CH:29]=[C:28]3[C:23]=2[CH:24]=[N:25][C:26]([CH3:33])=[N:27]3)[CH:5]=[CH:6][CH:7]=1 |f:2.3.4.5.6|. Reactants: IC=1C=C2C(C(=CN(C2=CC1)C[C@H]1CNCCC1)C(=O)OCC)=O ((R)-ethyl 6-iodo-4-oxo-1-(piperidin-3-ylmethyl)-1,4-dihydroquinoline-3-carboxylate), IC=1C=C2C(C(=CN(C2=CC1)C[C@H]1CNCCC1)C(=O)OCC)=O ((R)-ethyl 6-iodo-4-oxo-1-(piperidin-3-ylmethyl)-1,4-dihydroquinoline-3-carboxylate), C(C)NC(=O)NC1=NC=C(C(=C1)C=1SC=C(N1)C(F)(F)F)B1OC(C(O1)(C)C)(C)C (1-Ethyl-3-(5-(4,4,5,5-tetramethyl-1,3,2-dioxaborolan-2-yl)-4-(4-(trifluoromethyl)thiazol-2-yl)pyridin-2-yl)urea), C(C)NC(=O)NC1=NC=C(C(=C1)C=1SC=C(N1)C(F)(F)F)B1OC(C(O1)(C)C)(C)C (1-Ethyl-3-(5-(4,4,5,5-tetramethyl-1,3,2-dioxaborolan-2-yl)-4-(4-(trifluoromethyl)thiazol-2-yl)pyridin-2-yl)urea), C([O-])([O-])=O.[Cs+].[Cs+] (cesium carbonate), [OH-].[Li+] (lithium hydroxide). The reagents and catalysts are C=1C=CC(=CC1)[P](C=2C=CC=CC2)(C=3C=CC=CC3)[Pd]([P](C=4C=CC=CC4)(C=5C=CC=CC5)C=6C=CC=CC6)([P](C=7C=CC=CC7)(C=8C=CC=CC8)C=9C=CC=CC9)[P](C=1C=CC=CC1)(C=1C=CC=CC1)C=1C=CC=CC1 (tetrakis(triphenylphosphine)palladium(0)). The solvent is O1CCOCC1 (1,4-dioxane), O (water), O (water). Conditions: temperature 100 celsius, time 2 hour. The product is C(C)NC(NC1=CC(=C(C=N1)C=1C=C2C(C(=CN(C2=CC1)C[C@H]1CNCCC1)C(=O)O)=O)C=1SC=C(N1)C(F)(F)F)=O ((R)-6-(6-(3-ethylureido)-4-(4-(trifluoromethyl)thiazol-2-yl)pyridin-3-yl)-4-oxo-1-(piperidin-3-ylmethyl)-1,4-dihydroquinoline-3-carboxylic acid). The yield is 36.7%. Reaction SMILES: I[C:2]1[CH:3]=[C:4]2[C:9](=[CH:10][CH:11]=1)[N:8]([CH2:12][C@@H:13]1[CH2:18][CH2:17][CH2:16][NH:15][CH2:14]1)[CH:7]=[C:6]([C:19]([O:21]CC)=[O:20])[C:5]2=[O:24].[CH2:25]([NH:27][C:28]([NH:30][C:31]1[CH:36]=[C:35]([C:37]2[S:38][CH:39]=[C:40]([C:42]([F:45])([F:44])[F:43])[N:41]=2)[C:34](B2OC(C)(C)C(C)(C)O2)=[CH:33][N:32]=1)=[O:29])[CH3:26].C(=O)([O-])[O-].[Cs+].[Cs+].[OH-].[Li+]>O1CCOCC1.O.C1C=CC([P]([Pd]([P](C2C=CC=CC=2)(C2C=CC=CC=2)C2C=CC=CC=2)([P](C2C=CC=CC=2)(C2C=CC=CC=2)C2C=CC=CC=2)[P](C2C=CC=CC=2)(C2C=CC=CC=2)C2C=CC=CC=2)(C2C=CC=CC=2)C2C=CC=CC=2)=CC=1>[CH2:25]([NH:27][C:28](=[O:29])[NH:30][C:31]1[N:32]=[CH:33][C:34]([C:2]2[CH:3]=[C:4]3[C:9](=[CH:10][CH:11]=2)[N:8]([CH2:12][C@@H:13]2[CH2:18][CH2:17][CH2:16][NH:15][CH2:14]2)[CH:7]=[C:6]([C:19]([OH:21])=[O:20])[C:5]3=[O:24])=[C:35]([C:37]2[S:38][CH:39]=[C:40]([C:42]([F:43])([F:44])[F:45])[N:41]=2)[CH:36]=1)[CH3:26] |f:2.3.4,5.6,^1:73,75,94,113|. Procedure: To a solution of (R)-ethyl 6-iodo-4-oxo-1-(piperidin-3-ylmethyl)-1,4-dihydroquinoline-3-carboxylate (Intermediate 108, 200 mg, 0.42 mmol, 1 equiv.) and 6-(3-ethylureido)-4-(4-(trifluoromethyl)thiazol-2-yl)pyridin-3-ylboronic acid (Intermediate 17, 151 mg, 0.42 mmol, 1 equiv.) in 1,4-dioxane (4.5 mL) was added tetrakis(triphenylphosphine)palladium(0) (48.5 mg, 0.04 mmol, 0.1 equiv.) followed by a solution of cesium carbonate (205 mg, 0.63 mmol, 1.5 equiv.) in water (1.5 mL). This was stirred at 1...